From a dataset of the Open Reaction Database (ORD), a public repository of structured organic reaction records. describe an organic reaction: reactants, conditions, products, and yield The reactants are CS(C)=O, CCN(C(C)C)C(C)C, O=C(NC1CCC(CO)CC1)c1cc(C(F)(F)F)ccc1Cl, ClCCl, O=S(=O)=O, c1ccncc1. The product is O=CC1CCC(NC(=O)c2cc(C(F)(F)F)ccc2Cl)CC1. Reaction SMILES: [CH3:45][S:46]([CH3:47])=[O:48].[CH:23]([N:24]([CH2:25][CH3:26])[CH:27]([CH3:28])[CH3:29])([CH3:30])[CH3:31].[Cl:1][c:2]1[c:3]([C:4](=[O:5])[NH:6][CH:7]2[CH2:8][CH2:9][CH:10]([CH2:13][OH:14])[CH2:11][CH2:12]2)[cH:15][c:16]([C:19]([F:20])([F:21])[F:22])[cH:17][cH:18]1.[Cl:42][CH2:43][Cl:44].[S:32](=[O:33])(=[O:34])=[O:35].[n:36]1[cH:37][cH:38][cH:39][cH:40][cH:41]1>>[Cl:1][c:2]1[c:3]([C:4](=[O:5])[NH:6][CH:7]2[CH2:8][CH2:9][CH:10]([CH:13]=[O:14])[CH2:11][CH2:12]2)[cH:15][c:16]([C:19]([F:20])([F:21])[F:22])[cH:17][cH:18]1. The reactants are CC(C)(C)[O-], Cc1ccccc1, CC(C)c1cc(C(C)C)c(-c2ccccc2P(C2CCCCC2)C2CCCCC2)c(C(C)C)c1, CCOC(=O)c1cnn(-c2cc(Cl)nc(NC(C)c3ccc(F)cc3)n2)c1, Nc1cnccn1, [Na+]. Yields the product CCOC(=O)c1cnn(-c2cc(Nc3cnccn3)nc(NC(C)c3ccc(F)cc3)n2)c1. RXN SMILES: [CH3:69][C:70]([CH3:71])([O-:72])[CH3:73].[CH3:75][c:76]1[cH:77][cH:78][cH:79][cH:80][cH:81]1.[CH:35]1([P:36]([CH:37]2[CH2:38][CH2:39][CH2:40][CH2:41][CH2:42]2)[c:43]2[cH:44][cH:45][cH:46][cH:47][c:48]2-[c:49]2[c:50]([CH:51]([CH3:52])[CH3:53])[cH:54][c:55]([CH:56]([CH3:57])[CH3:58])[cH:59][c:60]2[CH:61]([CH3:62])[CH3:63])[CH2:64][CH2:65][CH2:66][CH2:67][CH2:68]1.[Cl:1][c:2]1[cH:3][c:4](-[n:18]2[n:19][cH:20][c:21]([C:23](=[O:24])[O:25][CH2:26][CH3:27])[cH:22]2)[n:5][c:6]([NH:8][CH:9]([CH3:10])[c:11]2[cH:12][cH:13][c:14]([F:17])[cH:15][cH:16]2)[n:7]1.[NH2:28][c:29]1[n:30][cH:31][cH:32][n:33][cH:34]1.[Na+:74]>>[c:2]1([NH:28][c:29]2[n:30][cH:31][cH:32][n:33][cH:34]2)[cH:3][c:4](-[n:18]2[n:19][cH:20][c:21]([C:23](=[O:24])[O:25][CH2:26][CH3:27])[cH:22]2)[n:5][c:6]([NH:8][CH:9]([CH3:10])[c:11]2[cH:12][cH:13][c:14]([F:17])[cH:15][cH:16]2)[n:7]1. Starting materials: ClC1=C(C(=CC(=C1)Cl)Cl)N1NC(=C(C1=O)C1=NC(=NN1)Cl)NC(C1=CC(=CC=C1)[N+](=O)[O-])=O (1-(2,4,6-trichlorophenyl)-3-(3-nitro-benzamido)-4-(3-chloro-1,2,4-triazolyl)-5-pyrazolone). Reagents/catalysts: [Ni] (Ni). The solvent is COCCO (methyl-cellosolve). Product: ClC1=C(C(=CC(=C1)Cl)Cl)N1NC(=C(C1=O)C1=NC(=NN1)Cl)NC(C1=CC(=CC=C1)N)=O (1-(2,4,6-trichlorophenyl)-3-(3-aminobenzamido)-(3-chloro-1,2,4-triazolyl)-5-pyrazolone). The yield is 72.3%. Reaction SMILES: [Cl:1][C:2]1[CH:7]=[C:6]([Cl:8])[CH:5]=[C:4]([Cl:9])[C:3]=1[N:10]1[C:14](=[O:15])[C:13]([C:16]2[NH:20][N:19]=[C:18]([Cl:21])[N:17]=2)=[C:12]([NH:22][C:23](=[O:33])[C:24]2[CH:29]=[CH:28][CH:27]=[C:26]([N+:30]([O-])=O)[CH:25]=2)[NH:11]1>COCCO.[Ni]>[Cl:1][C:2]1[CH:7]=[C:6]([Cl:8])[CH:5]=[C:4]([Cl:9])[C:3]=1[N:10]1[C:14](=[O:15])[C:13]([C:16]2[NH:20][N:19]=[C:18]([Cl:21])[N:17]=2)=[C:12]([NH:22][C:23](=[O:33])[C:24]2[CH:29]=[CH:28][CH:27]=[C:26]([NH2:30])[CH:25]=2)[NH:11]1. Reported procedure: 26.4 g of Intermediate H were dissolved in 250 ml of methyl-cellosolve and reduced at 50° C. with H2 at 20 atmospheres and Ni Raney. After cooling, Ni was filtered and the solvent was evaporated under vacuum. The resulting solid was extracted with boiling ethanol and filtered, thus obtaining 18 g of a white solid melting t 252° C. The reactants are COC=1C=C(C=CC=O)C=CC1OCC=1N=C(OC1C)C=1OC=CC1 (3-methoxy-4-[2-(2-furyl)-5-methyl-4-oxazolyl-methoxy]cinnamaldehyde), S1C(NC(C1)=O)=O (2,4-thiazolidinedione). Product: COC=1C=C(C=CC1OCC=1N=C(OC1C)C=1OC=CC1)CCCC1C(NC(S1)=O)=O (5-[3-[3-methoxy-4-[2-(2-furyl)-5-methyl-4-oxazolylmethoxy]phenyl]propyl]-2,4-thiazolidinedione). Isolated yield 9.0%. RXN SMILES: [CH3:1][O:2][C:3]1[CH:4]=[C:5]([CH:10]=[CH:11][C:12]=1[O:13][CH2:14][C:15]1[N:16]=[C:17]([C:21]2[O:22][CH:23]=[CH:24][CH:25]=2)[O:18][C:19]=1[CH3:20])[CH:6]=[CH:7][CH:8]=O.[S:26]1[CH2:30][C:29](=[O:31])[NH:28][C:27]1=[O:32]>>[CH3:1][O:2][C:3]1[CH:4]=[C:5]([CH2:6][CH2:7][CH2:8][CH:30]2[S:26][C:27](=[O:32])[NH:28][C:29]2=[O:31])[CH:10]=[CH:11][C:12]=1[O:13][CH2:14][C:15]1[N:16]=[C:17]([C:21]2[O:22][CH:23]=[CH:24][CH:25]=2)[O:18][C:19]=1[CH3:20]. Procedure: According to the same manner as that described in Example 13, 3-methoxy-4-[2-(2-furyl)-5-methyl-4-oxazolyl-methoxy]cinnamaldehyde was condensed with 2,4-thiazolidinedione, and the resulting product was subjected to catalytic hydrogenation to give 5-[3-[3-methoxy-4-[2-(2-furyl)-5-methyl-4-oxazolylmethoxy]phenyl]propyl]-2,4-thiazolidinedione (yield: 9%). This product was recrystallized from chloroform-diethyl ether. Colorless prisms, mp: 109-110° C.